Task: describe an organic reaction: reactants, conditions, products, and yield. Dataset: the Open Reaction Database (ORD), a public repository of structured organic reaction records The reactants are [I-].C[S+](C)C (trimethylsulphonium iodide), [I-].C[S+](C)C (Trimethylsulphonium iodide), S(O)(O)(=O)=O (Sulphuric acid), OO (hydrogen peroxide), C(Cl)(Cl)(Cl)Cl (Carbon tetrachloride). The solvent is O (water), C(C)O (ethanol), O (water). Reaction conditions: time 6 hour. Yields the product S(=O)(=O)(O)[O-].C[S+](C)C (Trimethylsulphonium Hydrogen Sulphate). The yield is 32.0%. RXN SMILES: [I-].[CH3:2][S+:3]([CH3:5])[CH3:4].[S:6](=[O:10])(=[O:9])([OH:8])[OH:7].OO.C(Cl)(Cl)(Cl)Cl>O.C(O)C>[S:6]([O-:10])([OH:9])(=[O:8])=[O:7].[CH3:2][S+:3]([CH3:5])[CH3:4] |f:0.1,7.8|. Procedure: Trimethylsulphonium iodide (9.8 g, 0.048 moles) was dissolved in water (50 ml). Sulphuric acid (4.8 g at 98%, 0.048 moles) and hydrogen peroxide (2.72 g at 30%, 0.024 moles) were each diluted to 10 ml with water and added to the stirred trimethylsulphonium iodide solution. Carbon tetrachloride (150 ml) was added to extract the iodine that was produced and the mixture was stirred for 6 hours. The layers were separated. To the aqueous layer was added carbon tetrachloride (150 ml) and this was stir... The reactants are IC1=CC2=C(NC(=N2)C)C=C1 (5-iodo-2-methyl-1H-benzimidazole), Cl[Si](C)(C)C (chlorotrimethylsilane), O1CCCC1 (tetrahydrofuran), CC(C)([O-])C.[K+] (potassium tert-butoxide). Run in COC(OC)OC (trimethoxy-methane). Reaction conditions: temperature 100 celsius, time 5 hour. Yields the product COC(N1C(=NC2=C1C=CC(=C2)I)C)OC (1-dimethoxymethyl-5-iodo-2-methyl-1H-benzimidazole). RXN SMILES: [I:1][C:2]1[CH:11]=[CH:10][C:5]2[NH:6][C:7]([CH3:9])=[N:8][C:4]=2[CH:3]=1.Cl[Si](C)(C)C.[O:17]1[CH2:21]CC[CH2:18]1.C[C:23](C)([O-:25])C.[K+]>COC(OC)OC>[CH3:18][O:17][CH:21]([O:25][CH3:23])[N:6]1[C:5]2[CH:10]=[CH:11][C:2]([I:1])=[CH:3][C:4]=2[N:8]=[C:7]1[CH3:9] |f:3.4|. Procedure: A mixture solution of 5-iodo-2-methyl-1H-benzimidazole (10 g, 39 mmol), trimethoxy-methane (200 ml), and chlorotrimethylsilane (0.075 ml, 0.59 mmol) was heated and stirred at 100° C. for five hours under a nitrogen atmosphere while distilling off the solvent (a reaction conversion rate of 97%). The reaction mixture was cooled to 40° C., and then a tetrahydrofuran solution (0.87 ml, 0.87 mmol) of potassium tert-butoxide was added thereto. This was concentrated under reduced pressure to provide cr... Reactants: COC(C)(C)C, CC(Cl)OC(=O)OC(C#CC1CC1)(c1cc(Cl)ccc1NC(=O)C12CCC(C)(C(=O)O1)C2(C)C)C(F)(F)F, CN(C)C=O, [K+], [K+], O=C([O-])[O-], O. The product is O=C1Nc2ccc(Cl)cc2C(C#CC2CC2)(C(F)(F)F)O1. RXN SMILES: [C:45]([O:46][CH3:47])([CH3:48])([CH3:49])[CH3:50].[C:7]([O:8][C:9]([C:10]([F:11])([F:12])[F:13])([C:14]#[C:15][CH:16]1[CH2:17][CH2:18]1)[c:19]1[c:20]([NH:26][C:27](=[O:28])[C:34]23[C:35]([CH3:36])([CH3:37])[C:38]([CH3:39])([CH2:40][CH2:41]2)[C:42](=[O:43])[O:44]3)[cH:21][cH:22][c:23]([Cl:25])[cH:24]1)(=[O:29])[O:30][CH:31]([Cl:32])[CH3:33].[CH3:52][N:53]([CH3:54])[CH:55]=[O:56].[K+:1].[K+:2].[O-:3][C:4]([O-:5])=[O:6].[OH2:51]>>[O:8]1[C:9]([C:10]([F:11])([F:12])[F:13])([C:14]#[C:15][CH:16]2[CH2:17][CH2:18]2)[c:19]2[c:20]([cH:21][cH:22][c:23]([Cl:25])[cH:24]2)[NH:26][C:27]1=[O:28]. Reactants: C(C1=CC=CC=C1)(=O)OC1=CC(=CC=C1)O (3-hydroxyphenyl benzoate), C1(CCCCC1)O (cyclohexanol). The product is C1(CCCCC1)OC=1C=C(C=CC1)O (3-(cyclohexyloxy)phenol). Isolated yield 32.3%. RXN SMILES: [C:1]([O:9][C:10]1[CH:15]=[CH:14][CH:13]=[C:12]([OH:16])[CH:11]=1)(=O)[C:2]1[CH:7]=[CH:6][CH:5]=[CH:4]C=1.C1(O)CCCCC1>>[CH:1]1([O:9][C:10]2[CH:11]=[C:12]([OH:16])[CH:13]=[CH:14][CH:15]=2)[CH2:2][CH2:7][CH2:6][CH2:5][CH2:4]1. Procedure: By using 3-hydroxyphenyl benzoate (100 mg) and cyclohexanol (54.3 μl) as starting materials, the title compound (29 mg) was obtained in the same manner as that of Reference Example 15.